Dataset: the Open Reaction Database (ORD), a public repository of structured organic reaction records. Task: describe an organic reaction: reactants, conditions, products, and yield Starting materials: C(C)OC(C(=O)C=1SC(=CC1)CCCC)=O ((5-butyl-thiophen-2-yl)-oxo-acetic acid ethyl ester), C(=O)([O-])[O-].[K+].[K+] (K2CO3). The solvent is C(C)O (ethanol). Run at time 6 hour. The product is C(CCC)C1=CC=C(S1)C(C(=O)O)=O ((5-Butyl-thiophen-2-yl)-oxo-acetic acid). Isolated yield 67.0%. RXN SMILES: C([O:3][C:4](=[O:16])[C:5]([C:7]1[S:8][C:9]([CH2:12][CH2:13][CH2:14][CH3:15])=[CH:10][CH:11]=1)=[O:6])C.C([O-])([O-])=O.[K+].[K+]>C(O)C>[CH2:12]([C:9]1[S:8][C:7]([C:5](=[O:6])[C:4]([OH:16])=[O:3])=[CH:11][CH:10]=1)[CH2:13][CH2:14][CH3:15] |f:1.2.3|. Reported procedure: To solution containing (5-butyl-thiophen-2-yl)-oxo-acetic acid ethyl ester (Step a, 1 g, 4.2 mmol) dissolved in ethanol 10 mL) was added K2CO3 2N (10 mL). The reaction was stirred at room temperature 6 h. The ethanol was removed under reduce pressure and the residue taken in water (50 mL) then washed with ether. The aqueous was separated and made acidic with concentrated HCl then extracted with CHCl3 (2×). The organic layers were separated and combined and dried over MgSO4, then filtered and str...